Dataset: the Open Reaction Database (ORD), a public repository of structured organic reaction records. Task: describe an organic reaction: reactants, conditions, products, and yield Starting materials: NC(C(F)(F)F)(C(F)(F)F)C1=CC(=C(OCC(=O)OC)C(=C1)C)C (methyl 2-[4-(2-aminohexafluoro-2-propyl)-2,6-dimethylphenoxy]acetate), [OH-].[Na+] (sodium hydroxide). The solvent is C(C)O (ethanol). Yields the product NC(C(F)(F)F)(C(F)(F)F)C1=CC(=C(OCC(=O)O)C(=C1)C)C (2-[4-(2-aminohexafluoro-2-propyl)-2,6-dimethylphenoxy]acetic acid). As a reaction SMILES: [NH2:1][C:2]([C:11]1[CH:22]=[C:21]([CH3:23])[C:14]([O:15][CH2:16][C:17]([O:19]C)=[O:18])=[C:13]([CH3:24])[CH:12]=1)([C:7]([F:10])([F:9])[F:8])[C:3]([F:6])([F:5])[F:4].[OH-].[Na+]>C(O)C>[NH2:1][C:2]([C:11]1[CH:22]=[C:21]([CH3:23])[C:14]([O:15][CH2:16][C:17]([OH:19])=[O:18])=[C:13]([CH3:24])[CH:12]=1)([C:3]([F:6])([F:5])[F:4])[C:7]([F:10])([F:9])[F:8] |f:1.2|. Reported procedure: Combine methyl 2-[4-(2-aminohexafluoro-2-propyl)-2,6-dimethylphenoxy]acetate (7.2 g=20 mmol) with 150 ml ethanol and 30 ml 1.0 N sodium hydroxide. Reflux 30 minutes and concentrate. Add 30 ml 1 N HCl and extract with ether. Dry and concentrate the ether. Sublime at 130° C./0.1 mm pressure to obtain as a white solid, 2-[4-(2-aminohexafluoro-2-propyl)-2,6-dimethylphenoxy]acetic acid, m.p. 138° C.